From a dataset of the Open Reaction Database (ORD), a public repository of structured organic reaction records. describe an organic reaction: reactants, conditions, products, and yield Starting materials: C(C1=CC=CC=C1)OC1=C(C=CC(=C1)Cl)N1CC(NS1(=O)=O)=O (5-(2-benzyloxy-4-chlorophenyl)-1,1-dioxo-1,2,5-thiadiazolidin-3-one), B(Br)(Br)Br (BBr3). Run in C(Cl)Cl (methylene chloride). Run at temperature 0 celsius, time 30 minute. The product is ClC1=CC(=C(C=C1)N1CC(NS1(=O)=O)=O)O (5-(4-Chloro-2-hydroxyphenyl)-1,1-dioxo-1,2,5-thiadiazolidin-3-one). Reaction SMILES: C([O:8][C:9]1[CH:14]=[C:13]([Cl:15])[CH:12]=[CH:11][C:10]=1[N:16]1[S:20](=[O:22])(=[O:21])[NH:19][C:18](=[O:23])[CH2:17]1)C1C=CC=CC=1.B(Br)(Br)Br>C(Cl)Cl>[Cl:15][C:13]1[CH:12]=[CH:11][C:10]([N:16]2[S:20](=[O:22])(=[O:21])[NH:19][C:18](=[O:23])[CH2:17]2)=[C:9]([OH:8])[CH:14]=1. Reported procedure: To a solution of 5-(2-benzyloxy-4-chlorophenyl)-1,1-dioxo-1,2,5-thiadiazolidin-3-one (388 mg, 1.1 mmol) in methylene chloride (10 mL) at 0° C. is added dropwise BBr3 (1.65 mL of 1.0M in methylene chloride, 1.65 mmol) and the mixture is stirred at 0° C. for 30 min. Ice is added and the organic phase is washed with 1N HCl. The aqueous phase is washed with methylene chloride and the combined organic layers are dried over sodium sulfate. The solvent is removed under reduced pressure and the residue ... Reactants: ClC=1C=C(C=CC1)C1=CC=C(C=C1)C[C@@H](C(=O)O)O[C@@H](C)C(=O)OCC ((S)-3-(3′-chloro-biphenyl-4-yl)-2-((S)-1-ethoxycarbonyl-ethoxy)-propionic acid), NC1=NN=NN1 (5-aminotetrazole), CCN(C(C)C)C(C)C (DIPEA), C(C)(C)N=C=NC(C)C (1,3-diisopropylcarbodiimide). Solvent: C1CCOC1 (THF). Reaction conditions: time 3 hour. Product: C(C)OC([C@H](C)O[C@@H](CC1=CC=C(C=C1)C1=CC(=CC=C1)Cl)C(NC1=NN=NN1)=O)=O ((S)-2-[(S)-2-(3′-chloro-biphenyl-4-yl)-1-(1H-tetrazol-5-ylcarbamoyl)-ethoxy]-propionic acid ethyl ester). Reaction SMILES: [Cl:1][C:2]1[CH:3]=[C:4]([C:8]2[CH:13]=[CH:12][C:11]([CH2:14][C@H:15]([O:19][C@H:20]([C:22]([O:24][CH2:25][CH3:26])=[O:23])[CH3:21])[C:16](O)=[O:17])=[CH:10][CH:9]=2)[CH:5]=[CH:6][CH:7]=1.[NH2:27][C:28]1[NH:32][N:31]=[N:30][N:29]=1.CCN(C(C)C)C(C)C.C(N=C=NC(C)C)(C)C>C1COCC1>[CH2:25]([O:24][C:22](=[O:23])[C@@H:20]([O:19][C@H:15]([C:16](=[O:17])[NH:27][C:28]1[NH:32][N:31]=[N:30][N:29]=1)[CH2:14][C:11]1[CH:12]=[CH:13][C:8]([C:4]2[CH:5]=[CH:6][CH:7]=[C:2]([Cl:1])[CH:3]=2)=[CH:9][CH:10]=1)[CH3:21])[CH3:26]. Procedure details: To a solution of (S)-3-(3′-chloro-biphenyl-4-yl)-2-((S)-1-ethoxycarbonyl-ethoxy)-propionic acid (62 mg, 0.165 mmol) in THF (5 ml) at room temperature was added 5-aminotetrazole (38.0 mg, 0.447 mmol), DIPEA (0.086 ml, 0.494 mmol) and followed by 1,3-diisopropylcarbodiimide (0.060 ml, 0.387 mmol). The reaction was stirred at room temperature for 3 hr. The reaction was quenched by brine and was extracted with EtOAc. The combined organic layer was washed with brine and dried over anhydrous sodium su... Procedure: By substituting an equivalent amount of 3-cyano-2-(4-nitrophenylthio)-5-[2-(4-tert-butoxycarbonylphenyl)ethenyl]pyridine in the foregoing procedure there is obtained 2-amino-3-cyano-5-[2-(4-tert-butoxycarbonylphenyl)ethenyl]pyridine, which can be alternatively named as 2-amino-3-cyano-5-(4-t-butoxycarbonylstyryl)pyridine; yield 1.14 g (84%) of light yellow crystals, mp 190°-195° C.; NMR (Me2SO-d6) delta 1.57 (s, 9H), 6.57-6.60 (m, 2H), 7.00 (br, 2H), 7.35 (d, 2H, J=8.1 Hz), 7.65 (d, 1H, J=2.7 Hz... The reactants are NC1=NC=C(C=C1C#N)C=CC1=CC=C(C=C1)C(=O)OC(C)(C)C (2-amino-3-cyano-5-(4-t-butoxycarbonylstyryl)pyridine), [K+].[Br-] (KBr). Yields the product NC1=NC=C(C=C1C#N)C=CC1=CC=C(C=C1)C(=O)OCC (2-Amino-3-cyano-5-[2-(4-ethoxycarbonylphenyl)ethenyl]pyridine). RXN SMILES: [NH2:1][C:2]1[C:7]([C:8]#[N:9])=[CH:6][C:5]([CH:10]=[CH:11][C:12]2[CH:17]=[CH:16][C:15]([C:18]([O:20][C:21](C)(C)[CH3:22])=[O:19])=[CH:14][CH:13]=2)=[CH:4][N:3]=1.[K+].[Br-]>>[NH2:1][C:2]1[C:7]([C:8]#[N:9])=[CH:6][C:5]([CH:10]=[CH:11][C:12]2[CH:17]=[CH:16][C:15]([C:18]([O:20][CH2:21][CH3:22])=[O:19])=[CH:14][CH:13]=2)=[CH:4][N:3]=1 |f:1.2|. The solvent is C1CCOC1 (THF). Reactants: [H-].[Na+] (sodium hydride), O[C@H]1C[C@H](C1)NC(OC(C)(C)C)=O (tert-Butyl (cis-3-hydroxycyclobutyl)carbamate), IC (iodomethane). Yield: 192.1%. Reaction SMILES: [OH:1][C@@H:2]1[CH2:5][C@H:4]([NH:6][C:7](=[O:13])[O:8][C:9]([CH3:12])([CH3:11])[CH3:10])[CH2:3]1.[H-].[Na+].I[CH3:17]>C1COCC1>[C:9]([O:8][C:7](=[O:13])[NH:6][C@H:4]1[CH2:3][C@@H:2]([O:1][CH3:17])[CH2:5]1)([CH3:10])([CH3:12])[CH3:11] |f:1.2|. Conditions: temperature 0 celsius, time 30 minute. The product is C(C)(C)(C)OC(N[C@@H]1C[C@@H](C1)OC)=O ((cis-3-Methoxycyclobutyl)carbamic acid tert-butyl ester). Reported procedure: tert-Butyl (cis-3-hydroxycyclobutyl)carbamate (0.8 g, 4.3 mmol) was dissolved in dry THF (25 mL) under a nitrogen atmosphere, and the solution cooled to 0° C. To this clear solution, sodium hydride (60% dispersion in oil, 0.17 g, 4.3 mmol) was added portion wise (evolution of H2 observed). The mixture was stirred at RT for 30 min. then iodomethane (0.40 mL, 1.5 mmol) added dropwise and the resulting yellow suspension stirred at rt for 16 h. The reaction mixture was quenched with saturated aqueou... Reactants: CO[Si](OC)(OC)CN(C[Si](OC)(OC)OC)C1=CC=CC=C1 (N,N-bis[trimethoxysilylmethyl]-phenylamine), [Cl-] (chloride). Product: C1(=CC=CC=C1)NC[Si](OC)(OC)OC (N-phenylaminomethyl-trimethoxysilane). As a reaction SMILES: [CH3:1][O:2][Si:3]([CH2:8][N:9]([C:18]1[CH:23]=[CH:22][CH:21]=[CH:20][CH:19]=1)C[Si](OC)(OC)OC)([O:6][CH3:7])[O:4][CH3:5].[Cl-]>>[C:18]1([NH:9][CH2:8][Si:3]([O:6][CH3:7])([O:2][CH3:1])[O:4][CH3:5])[CH:19]=[CH:20][CH:21]=[CH:22][CH:23]=1. Procedure details: A yield of 331.2 g, i.e., 75.9% of theory, is obtained, with a product purity of about 96.5%. The product contains about 3.5% of N,N-bis[trimethoxysilylmethyl]-phenylamine as an impurity. The resulting product possesses a chloride content of approximately 100 ppm. Reactants: O (water), C(C)(C)(C)OC(=O)NC1=C(C(=O)O)C(=C(C(=C1)Cl)OC)Cl (2-(tert-butoxycarbonylamino)-4,6-dichloro-5-methoxybenzoic acid), IC (iodomethane), [H-].[Na+] (sodium hydride). Run in CN(C=O)C (dimethylformamide). Yields the product C(C)(C)(C)OC(=O)NC1=C(C(=O)OC)C(=C(C(=C1)Cl)OC)Cl (Methyl 2-(tert-butoxycarbonylamino)-4,6-dichloro-5-methoxybenzoate). Isolated yield 96.0%. RXN SMILES: [C:1]([O:5][C:6]([NH:8][C:9]1[CH:17]=[C:16]([Cl:18])[C:15]([O:19][CH3:20])=[C:14]([Cl:21])[C:10]=1[C:11]([OH:13])=[O:12])=[O:7])([CH3:4])([CH3:3])[CH3:2].[H-].[Na+].I[CH3:25].O>CN(C)C=O>[C:1]([O:5][C:6]([NH:8][C:9]1[CH:17]=[C:16]([Cl:18])[C:15]([O:19][CH3:20])=[C:14]([Cl:21])[C:10]=1[C:11]([O:13][CH3:25])=[O:12])=[O:7])([CH3:4])([CH3:3])[CH3:2] |f:1.2|. Procedure: To a cold (ice bath) stirred solution of 2-(tert-butoxycarbonylamino)-4,6-dichloro-5-methoxybenzoic acid (2.0 g, 5.9 mM) in 20 mL of dry dimethylformamide under a nitrogen atmosphere was added sodium hydride (0.24 g, 5.9 mM); a precipitate formed which slowly redissolved on stirring. To the resulting stirred solution was added iodomethane (8.4 g, 59 mM). After stirring at room temperature for 1.5 hr, the reaction mixture was poured into water and the resulting mixture extracted with ether. The c... Reactants: COC1=CC(=C(C=C1C)C1=C(C(=NC=N1)N[C@H](CC)COC)N)C ((R)-6-(4-Methoxy-2,5-dimethyl-phenyl)-N4-(1-methoxymethyl-propyl)-pyrimidine-4,5-diamine), C(C(=O)C)(=O)OCC (ethyl pyruvate). Solvent: C(C)O (ethanol). Reaction conditions: time 18 hour. Yields the product COC1=CC(=C(C=C1C)C1=NC=NC=2N(C(C(=NC12)C)=O)[C@H](CC)COC)C ((R)-4-(4-methoxy-2,5-dimethyl-phenyl)-8-(1-methoxymethyl-propyl)-6-methyl-8H-pteridin-7-one). As a reaction SMILES: [CH3:1][O:2][C:3]1[C:8]([CH3:9])=[CH:7][C:6]([C:10]2[N:15]=[CH:14][N:13]=[C:12]([NH:16][C@@H:17]([CH2:20][O:21][CH3:22])[CH2:18][CH3:19])[C:11]=2[NH2:23])=[C:5]([CH3:24])[CH:4]=1.[C:25](OCC)(=[O:29])[C:26]([CH3:28])=O>C(O)C>[CH3:1][O:2][C:3]1[C:8]([CH3:9])=[CH:7][C:6]([C:10]2[C:11]3[N:23]=[C:26]([CH3:28])[C:25](=[O:29])[N:16]([C@@H:17]([CH2:20][O:21][CH3:22])[CH2:18][CH3:19])[C:12]=3[N:13]=[CH:14][N:15]=2)=[C:5]([CH3:24])[CH:4]=1. Reported procedure: (R)-6-(4-Methoxy-2,5-dimethyl-phenyl)-N4-(1-methoxymethyl-propyl)-pyrimidine-4,5-diamine (0.22 g, 0.68 mmol) was diluted in ethanol (7 ml) and ethyl pyruvate was added (0.76 ml, 6.8 mmol). The mixture was stirred for 18 hours at which time the solution was concentrated. After concentrating the solution the product was purified by reverse phase HPLC to yield 8.0 mg of (R)-4-(4-methoxy-2,5-dimethyl-phenyl)-8-(1-methoxymethyl-propyl)-6-methyl-8H-pteridin-7-one (Example 1013a). 1H NMR (300 MHz, CDCl... Reactants: CC1CN(Cc2ccc(Br)cc2)CC(C)O1, CCO, Cc1ccccc1, OB(O)c1ccccc1C(F)(F)F, [Na+], [Na+], O=C([O-])[O-], c1ccc(P(c2ccccc2)(c2ccccc2)[Pd](P(c2ccccc2)(c2ccccc2)c2ccccc2)(P(c2ccccc2)(c2ccccc2)c2ccccc2)P(c2ccccc2)(c2ccccc2)c2ccccc2)cc1. Yields the product CC1CN(Cc2ccc(-c3ccccc3C(F)(F)F)cc2)CC(C)O1. RXN SMILES: [Br:1][c:2]1[cH:3][cH:4][c:5]([CH2:6][N:7]2[CH2:8][CH:9]([CH3:14])[O:10][CH:11]([CH3:13])[CH2:12]2)[cH:15][cH:16]1.[CH3:120][CH2:121][OH:122].[CH3:36][c:37]1[cH:38][cH:39][cH:40][cH:41][cH:42]1.[F:17][C:18]([c:19]1[c:20]([B:25]([OH:26])[OH:27])[cH:21][cH:22][cH:23][cH:24]1)([F:28])[F:29].[Na+:30].[Na+:31].[O-:32][C:33](=[O:34])[O-:35].[cH:43]1[cH:44][cH:45][c:46]([P:47]([Pd:48]([P:49]([c:50]2[cH:51][cH:52][cH:53][cH:54][cH:55]2)([c:56]2[cH:57][cH:58][cH:59][cH:60][cH:61]2)[c:62]2[cH:63][cH:64][cH:65][cH:66][cH:67]2)([P:68]([c:69]2[cH:70][cH:71][cH:72][cH:73][cH:74]2)([c:75]2[cH:76][cH:77][cH:78][cH:79][cH:80]2)[c:81]2[cH:82][cH:83][cH:84][cH:85][cH:86]2)[P:87]([c:88]2[cH:89][cH:90][cH:91][cH:92][cH:93]2)([c:94]2[cH:95][cH:96][cH:97][cH:98][cH:99]2)[c:100]2[cH:101][cH:102][cH:103][cH:104][cH:105]2)([c:106]2[cH:107][cH:108][cH:109][cH:110][cH:111]2)[c:112]2[cH:113][cH:114][cH:115][cH:116][cH:117]2)[cH:118][cH:119]1>>[c:2]1(-[c:20]2[c:19]([C:18]([F:17])([F:28])[F:29])[cH:24][cH:23][cH:22][cH:21]2)[cH:3][cH:4][c:5]([CH2:6][N:7]2[CH2:8][CH:9]([CH3:14])[O:10][CH:11]([CH3:13])[CH2:12]2)[cH:15][cH:16]1. Procedure: To a solution of 2-chloro-N-[6-(2-phenylchroman-6-yloxy)-pyridin-3-yl]-acetamide (177 mg) in acetonitrile was added potassium carbonate (118 mg) and 33% dimethylamine in ethanol (480 μl). The mixture was stirred at room temperature. Water was added to the reaction mixture. Solution was extracted with ethyl acetate. Organic extract was dried and evaporated. 2-Dimethylamino-N-[6-(2-phenyl-chroman-6-yloxy)-pyridin-3-yl]acetamide was isolated as its hydrochloride salt. 1H-NMR (300 MHz; d6-DMSO) δ: 1... Product: CN(CC(=O)NC=1C=NC(=CC1)OC=1C=C2CCC(OC2=CC1)C1=CC=CC=C1)C (2-Dimethylamino-N-[6-(2-phenyl-chroman-6-yloxy)-pyridin-3-yl]acetamide), hydrochloride salt. Run in C(C)#N (acetonitrile), C(C)O (ethanol). The reactants are O (Water), ClCC(=O)NC=1C=NC(=CC1)OC=1C=C2CCC(OC2=CC1)C1=CC=CC=C1 (2-chloro-N-[6-(2-phenylchroman-6-yloxy)-pyridin-3-yl]-acetamide), C([O-])([O-])=O.[K+].[K+] (potassium carbonate), CNC (dimethylamine). As a reaction SMILES: Cl[CH2:2][C:3]([NH:5][C:6]1[CH:7]=[N:8][C:9]([O:12][C:13]2[CH:14]=[C:15]3[C:20](=[CH:21][CH:22]=2)[O:19][CH:18]([C:23]2[CH:28]=[CH:27][CH:26]=[CH:25][CH:24]=2)[CH2:17][CH2:16]3)=[CH:10][CH:11]=1)=[O:4].C(=O)([O-])[O-].[K+].[K+].[CH3:35][NH:36][CH3:37].O>C(#N)C.C(O)C>[CH3:35][N:36]([CH3:37])[CH2:2][C:3]([NH:5][C:6]1[CH:7]=[N:8][C:9]([O:12][C:13]2[CH:14]=[C:15]3[C:20](=[CH:21][CH:22]=2)[O:19][CH:18]([C:23]2[CH:28]=[CH:27][CH:26]=[CH:25][CH:24]=2)[CH2:17][CH2:16]3)=[CH:10][CH:11]=1)=[O:4] |f:1.2.3|. The reactants are OC1=CC=CC=2C=COC21 (7-hydroxybenzofuran), C([O-])([O-])=O.[K+].[K+] (potassium carbonate), O (water), BrCCC (bromopropane). Solvent: CN(C)C=O (DMF). Run at time 8 hour. Product: C(CC)OC1=CC=CC=2C=COC21 (7-propoxybenzofuran). The yield is 79.9%. Reaction SMILES: [OH:1][C:2]1[C:10]2[O:9][CH:8]=[CH:7][C:6]=2[CH:5]=[CH:4][CH:3]=1.C(=O)([O-])[O-].[K+].[K+].Br[CH2:18][CH2:19][CH3:20].O>CN(C=O)C>[CH2:18]([O:1][C:2]1[C:10]2[O:9][CH:8]=[CH:7][C:6]=2[CH:5]=[CH:4][CH:3]=1)[CH2:19][CH3:20] |f:1.2.3|. Procedure: To a solution of 7-hydroxybenzofuran (2.60 g) in DMF (30 ml) was added potassium carbonate (3.75 g) and then was added dropwise bromopropane (2.87 g) under nitrogen atmosphere, and the mixture was stirred overnight. To the mixture was added water, and the mixture was extracted with ethyl acetate. The organic layer was washed with water (three times) and saturated brine, and dried with magnesium sulfate. Under reduced pressure, the solvent was evaporated to give brown oil of 7-propoxybenzofuran (...